Dataset: the Open Reaction Database (ORD), a public repository of structured organic reaction records. Task: describe an organic reaction: reactants, conditions, products, and yield Reactants: NC1=C(C=C(C(=O)O)C=C1I)I (4-amino-3,5-diiodobenzoic acid), FC(C=1C=C(C=CC1)B(O)O)(F)F (3-trifluoromethylphenyl boronic acid). Yields the product NC1=C(C=C(C=C1C1=CC(=CC=C1)C(F)(F)F)C(=O)O)C1=CC(=CC=C1)C(F)(F)F (2′-Amino-3,3″-bis-trifluoromethyl-[1,1′:3′1″]terphenyl-5′-carboxylic acid). Reaction SMILES: [NH2:1][C:2]1[C:10](I)=[CH:9][C:5]([C:6]([OH:8])=[O:7])=[CH:4][C:3]=1I.[F:13][C:14]([F:25])([F:24])[C:15]1[CH:16]=[C:17](B(O)O)[CH:18]=[CH:19][CH:20]=1>>[NH2:1][C:2]1[C:10]([C:19]2[CH:18]=[CH:17][CH:16]=[C:15]([C:14]([F:25])([F:24])[F:13])[CH:20]=2)=[CH:9][C:5]([C:6]([OH:8])=[O:7])=[CH:4][C:3]=1[C:19]1[CH:18]=[CH:17][CH:16]=[C:15]([C:14]([F:25])([F:24])[F:13])[CH:20]=1. Reported procedure: 2′-Amino-3,3″-bis-trifluoromethyl-[1,1′:3′1″]terphenyl-5′-carboxylic acid was prepared as an off white solid (0.992 g, 94 o) from 4-amino-3,5-diiodobenzoic acid and 3-trifluoromethylphenyl boronic acid using a procedure similar to step 1 of Example 175. 1H NMR (CDCl3) δ7.90 (s, 2H); 7.78 (m, 2H); 7.74-7.60 (m, 6H); 4.24 (bs, 2H). Starting materials: Cl.NCC(=O)NC(C1=CC=CC=C1)C1=CC=C(C=C1)Cl (rac-2-amino-N-[(4-chloro-phenyl)-phenyl-methyl]-acetamide hydrochloride), FC1=C(C=C(C(=O)O)C=C1)C (4-fluoro-3-methylbenzoic acid). Yields the product ClC1=CC=C(C=C1)C(C1=CC=CC=C1)NC(=O)CNC(C1=CC(=C(C=C1)F)C)=O (rac-N-({[(4-Chloro-phenyl)-phenyl-methyl]-carbamoyl}-methyl)-4-fluoro-3-methyl-benzamide). Reaction SMILES: Cl.[NH2:2][CH2:3][C:4]([NH:6][CH:7]([C:14]1[CH:19]=[CH:18][C:17]([Cl:20])=[CH:16][CH:15]=1)[C:8]1[CH:13]=[CH:12][CH:11]=[CH:10][CH:9]=1)=[O:5].[F:21][C:22]1[CH:30]=[CH:29][C:25]([C:26](O)=[O:27])=[CH:24][C:23]=1[CH3:31]>>[Cl:20][C:17]1[CH:18]=[CH:19][C:14]([CH:7]([NH:6][C:4]([CH2:3][NH:2][C:26](=[O:27])[C:25]2[CH:29]=[CH:30][C:22]([F:21])=[C:23]([CH3:31])[CH:24]=2)=[O:5])[C:8]2[CH:13]=[CH:12][CH:11]=[CH:10][CH:9]=2)=[CH:15][CH:16]=1 |f:0.1|. Reported procedure: Prepared in analogy to example 1.12 from rac-2-amino-N-[(4-chloro-phenyl)-phenyl-methyl]-acetamide hydrochloride (Example 3.1) and 4-fluoro-3-methylbenzoic acid. Reactants: Cl (hydrochloric acid), CC[O-].[Na+] (sodium ethylate), C(C1=CC=CC=C1)=O (benzaldehyde), C(C)OC(CC(=O)OCC)=O (Malonic acid diethyl ester). Solvent: C(C)O (ethanol), C(C)O (ethanol). Product: C(C)OC(C(C(=O)OCC)=CC1=CC=CC=C1)=O (2-Benzylidene-malonic acid diethyl ester). As a reaction SMILES: CC[O-].[Na+].[CH:5](=O)[C:6]1[CH:11]=[CH:10][CH:9]=[CH:8][CH:7]=1.[CH2:13]([O:15][C:16](=[O:23])[CH2:17][C:18]([O:20][CH2:21][CH3:22])=[O:19])[CH3:14].Cl>C(O)C>[CH2:13]([O:15][C:16](=[O:23])[C:17](=[CH:5][C:6]1[CH:11]=[CH:10][CH:9]=[CH:8][CH:7]=1)[C:18]([O:20][CH2:21][CH3:22])=[O:19])[CH3:14] |f:0.1|. Reported procedure: To a solution of 12.8 g sodium ethylate in 140 ml of ethanol, 10.0 g of benzaldehyde and 17.4 g of Malonic acid diethyl ester dissolved in 35 ml ethanol was added drop-wise over 1 h at 50° C. Then, the reaction mixture was heated to reflux for 12 h. After cooling to RT half of the solvent was evaporated under reduced pressure and diluted with 200 ml of water. The remaining reaction mixture was acidified to pH 1 by addition of concentrated hydrochloric acid and then extracted with ethyl acetate. ... Yields the product c1ccc(C(c2ccccc2)N2CCc3ccccc32)cc1. The reactants are BrC(c1ccccc1)c1ccccc1, O=C([O-])[O-], c1ccc2c(c1)CCN2, Cc1ccccc1, ClC(c1ccccc1)c1ccccc1, [K+], [K+]. Reaction SMILES: [Br:1][CH:2]([c:3]1[cH:4][cH:5][cH:6][cH:7][cH:8]1)[c:9]1[cH:10][cH:11][cH:12][cH:13][cH:14]1.[C:38](=[O:39])([O-:40])[O-:41].[CH2:29]1[CH2:30][c:31]2[cH:32][cH:33][cH:34][cH:35][c:36]2[NH:37]1.[CH3:44][c:45]1[cH:46][cH:47][cH:48][cH:49][cH:50]1.[Cl:15][CH:16]([c:17]1[cH:18][cH:19][cH:20][cH:21][cH:22]1)[c:23]1[cH:24][cH:25][cH:26][cH:27][cH:28]1.[K+:42].[K+:43]>>[CH:2]([c:3]1[cH:4][cH:5][cH:6][cH:7][cH:8]1)([c:9]1[cH:10][cH:11][cH:12][cH:13][cH:14]1)[N:37]1[CH2:29][CH2:30][c:31]2[cH:32][cH:33][cH:34][cH:35][c:36]21. The reactants are CC1=C(C2=C(N=C(C=C2N)OC)S1)C1=CC(=CC=C1)OC (2-methyl-6-(methyloxy)-3-[3-(methyloxy)phenyl]thieno[2,3-b]pyridin-4-amine), [Li+].C[Si](C)(C)[N-][Si](C)(C)C (LiHMDS), ClC=1C=C(C=CC1)S(=O)(=O)Cl (3-chlorobenzenesulfonyl chloride). Solvent: C1CCOC1 (THF). Yields the product ClC=1C=C(C=CC1)S(=O)(=O)NC1=C2C(=NC(=C1)OC)SC(=C2C2=CC(=CC=C2)OC)C (3-Chloro-N-{2-methyl-6-(methyloxy)-3-[3-(methyloxy)phenyl]thieno[2,3-b]pyridin-4-yl}benzenesulfonamide). The yield is 42.1%. As a reaction SMILES: [CH3:1][C:2]1[S:13][C:5]2[N:6]=[C:7]([O:11][CH3:12])[CH:8]=[C:9]([NH2:10])[C:4]=2[C:3]=1[C:14]1[CH:19]=[CH:18][CH:17]=[C:16]([O:20][CH3:21])[CH:15]=1.[Li+].C[Si]([N-][Si](C)(C)C)(C)C.[Cl:32][C:33]1[CH:34]=[C:35]([S:39](Cl)(=[O:41])=[O:40])[CH:36]=[CH:37][CH:38]=1>C1COCC1>[Cl:32][C:33]1[CH:34]=[C:35]([S:39]([NH:10][C:9]2[CH:8]=[C:7]([O:11][CH3:12])[N:6]=[C:5]3[S:13][C:2]([CH3:1])=[C:3]([C:14]4[CH:19]=[CH:18][CH:17]=[C:16]([O:20][CH3:21])[CH:15]=4)[C:4]=23)(=[O:41])=[O:40])[CH:36]=[CH:37][CH:38]=1 |f:1.2|. Reported procedure: To a solution of 2-methyl-6-(methyloxy)-3-[3-(methyloxy)phenyl]thieno[2,3-b]pyridin-4-amine (Description 37) (16.5 mg, 0.055 mmol) in THF (0.5 mL) at −78° C. under a nitrogen atmosphere was added LiHMDS (1M solution in THF) (0.055 mL, 0.055 mmol). The solution was stirred at −78° C. for ca. 10 min before the addition of 3-chlorobenzenesulfonyl chloride (7.73 μL, 0.055 mmol). The reaction mixture was then warmed to RT under a nitrogen atmosphere overnight and was then partitioned between water an...